From a dataset of the Open Reaction Database (ORD), a public repository of structured organic reaction records. describe an organic reaction: reactants, conditions, products, and yield Procedure: To a solution of 1.86 g of 2-acetyl-biphenyl in 10 ml of anhydrous chloroform, a solution of 1.29 g of bromine in 1.5 ml of anhydrous chloroform was added at 15°-20° C. When the addition was complete, the solution was stirred for 15 minutes, then poured into water. The chloroformic solution was washed with sodium bicarbonate and water, dried over calcium chloride and evaporated to dryness. 2.54 g of 2-bromoacetyl-biphenyl were obtained; the product could be used for reaction with imidazole witho... Yields the product BrCC(=O)C1=C(C=CC=C1)C1=CC=CC=C1 (2-bromoacetyl-biphenyl). Run at time 15 minute. Starting materials: O (water), C(C)(=O)C1=C(C=CC=C1)C1=CC=CC=C1 (2-acetyl-biphenyl), BrBr (bromine). The solvent is C(Cl)(Cl)Cl (chloroform), C(Cl)(Cl)Cl (chloroform). Yield: 114.4%. As a reaction SMILES: [C:1]([C:4]1[CH:9]=[CH:8][CH:7]=[CH:6][C:5]=1[C:10]1[CH:15]=[CH:14][CH:13]=[CH:12][CH:11]=1)(=[O:3])[CH3:2].[Br:16]Br.O>C(Cl)(Cl)Cl>[Br:16][CH2:2][C:1]([C:4]1[CH:9]=[CH:8][CH:7]=[CH:6][C:5]=1[C:10]1[CH:15]=[CH:14][CH:13]=[CH:12][CH:11]=1)=[O:3].